From a dataset of the Open Reaction Database (ORD), a public repository of structured organic reaction records. describe an organic reaction: reactants, conditions, products, and yield Reactants: C[Si](C)(C)C=[N+]=[N-], CO, Cc1ccc(C)c(C(=O)O)n1, c1ccccc1. The product is COC(=O)c1nc(C)ccc1C. RXN SMILES: [CH3:1][Si:2]([CH:3]=[N+:4]=[N-:5])([CH3:6])[CH3:7].[CH3:25][OH:26].[CH3:8][c:9]1[c:10]([C:16](=[O:17])[OH:18])[n:11][c:12]([CH3:15])[cH:13][cH:14]1.[cH:19]1[cH:20][cH:21][cH:22][cH:23][cH:24]1>>[CH3:1][O:17][C:16]([c:10]1[c:9]([CH3:8])[cH:14][cH:13][c:12]([CH3:15])[n:11]1)=[O:18]. Reactants: Cl (hydrochloric acid), [Na] (Sodium), C1(=CC=CC=C1)CCC(C)=O (4-phenyl-2-butanone), C(CCC)(=O)OCC (ethyl butyrate). Solvent: C1(=CC=CC=C1)C (toluene), O (H2O). Conditions: time 9 hour. The product is C1(=CC=CC=C1)CCC(CC(CCC)=O)=O (1-phenyl-3,5-octanedione). Reaction SMILES: [Na].[C:2]1([CH2:8][CH2:9][C:10](=[O:12])[CH3:11])[CH:7]=[CH:6][CH:5]=[CH:4][CH:3]=1.[C:13](OCC)(=[O:17])[CH2:14][CH2:15][CH3:16].Cl>C1(C)C=CC=CC=1.O>[C:2]1([CH2:8][CH2:9][C:10](=[O:12])[CH2:11][C:13](=[O:17])[CH2:14][CH2:15][CH3:16])[CH:7]=[CH:6][CH:5]=[CH:4][CH:3]=1 |^1:0|. Procedure details: Sodium (7.3 g) was added in small portions to a solution of 4-phenyl-2-butanone (46.8 g, 0.31 mol) and ethyl butyrate (110 g, 0.95 mol) in toluene (120 ml) at 20°-60° C. under nitrogen, and stirring was continued for 9 h under reflux. After standing overnight, the reaction mixture was taken up in H2O (300 ml), neutralized with hydrochloric acid and extracted with ethyl acetate. The organic layer was washed with H2O, dried over anhydrous MgSO4 and then evaporated. The residual reddish orange oil ... Starting materials: ClC1=NC(=NC(=C1N)Cl)C (4,6-dichloro-2-methyl-pyrimidin-5-ylamine), COCCN (2-methoxyethylamine), C(C)(C)N(CC)C(C)C (diisopropylethylamine). Run in C(C)(C)O (isopropanol), ClCCl (dichloromethane). Yields the product ClC1=C(C(=NC(=N1)C)NCCOC)N (6-Chloro-N4-(2-methoxyethyl)-2-methylpyrimidine-4,5-diamine). Isolated yield 115.4%. Reaction SMILES: Cl[C:2]1[C:7]([NH2:8])=[C:6]([Cl:9])[N:5]=[C:4]([CH3:10])[N:3]=1.[CH3:11][O:12][CH2:13][CH2:14][NH2:15].C(N(C(C)C)CC)(C)C>C(O)(C)C.ClCCl>[Cl:9][C:6]1[N:5]=[C:4]([CH3:10])[N:3]=[C:2]([NH:15][CH2:14][CH2:13][O:12][CH3:11])[C:7]=1[NH2:8]. Procedure details: Heat a solution of 4,6-dichloro-2-methyl-pyrimidin-5-ylamine (5.0 g, 0.02 mol), 2-methoxyethylamine (2.32 g, 0.03 mol) and diisopropylethylamine (3.9 g, 0.03 mol) in isopropanol (70 mL) at 150° C. in a sealed tube for 16 h. Cool the reaction mixture to room temperature, and remove the isopropanol under reduced pressure to give a residue. Dissolve the residue in dichloromethane and wash with water and brine. Dry the organic layer over anhydrous sodium sulfate, filter, and concentrate under reduce... Reactants: BrC1=C(OC2=NC(=NC=C2)N)C=C(C=C1)C(F)(F)F (4-(2-bromo-5-(trifluoromethyl)phenoxy)pyrimidin-2-amine), CC1(OB(OC1(C)C)C=1C=CC(=NC1)C=1C=NC(=NC1)N)C (5-(5-(4,4,5,5-tetramethyl-1,3,2-dioxaborolan-2-yl)pyridin-2-yl)pyrimidin-2-amine). Yields the product NC1=NC=C(C=N1)C1=CC=C(C=N1)C1=C(OC2=NC(=NC=C2)N)C=C(C=C1)C(F)(F)F (4-{2-[6-(2-Aminopyrimidin-5-yl)pyridin-3-yl]-5-(trifluoromethyl)phenoxy}pyrimidin-2-amine). As a reaction SMILES: Br[C:2]1[CH:15]=[CH:14][C:13]([C:16]([F:19])([F:18])[F:17])=[CH:12][C:3]=1[O:4][C:5]1[CH:10]=[CH:9][N:8]=[C:7]([NH2:11])[N:6]=1.CC1(C)C(C)(C)OB([C:28]2[CH:29]=[CH:30][C:31]([C:34]3[CH:35]=[N:36][C:37]([NH2:40])=[N:38][CH:39]=3)=[N:32][CH:33]=2)O1>>[NH2:40][C:37]1[N:38]=[CH:39][C:34]([C:31]2[N:32]=[CH:33][C:28]([C:2]3[CH:15]=[CH:14][C:13]([C:16]([F:19])([F:18])[F:17])=[CH:12][C:3]=3[O:4][C:5]3[CH:10]=[CH:9][N:8]=[C:7]([NH2:11])[N:6]=3)=[CH:29][CH:30]=2)=[CH:35][N:36]=1. Procedure details: The title compound was prepared in a manner similar to that described in Example 88 using 4-(2-bromo-5-(trifluoromethyl)phenoxy)pyrimidin-2-amine and 5-(5-(4,4,5,5-tetramethyl-1,3,2-dioxaborolan-2-yl)pyridin-2-yl)pyrimidin-2-amine. MS (ESI): mass calcd. for C20H14F3N7O, 425.12; m/z found, 426.0 [M+H]+. 1H NMR (400 MHz, CD3OD) δ 8.89 (s, 2H), 8.67 (dd, J=2.3, 0.8, 1H), 7.99 (d, J=5.6, 1H), 7.95 (dd, J=8.3, 2.3, 1H), 7.81 (dd, J=8.2, 0.9, 1H), 7.76-7.69 (m, 2H), 7.59 (s, 1H), 6.18 (d, J=5.8, 1H). Reactants: crude product, Br (hydrobromide), C(C#C)N1N=NN=C1S (1-(2-Propynyl)-1H-tetrazole-5-thiol), Cl (hydrochloric acid), N(=O)[O-].[Na+] (sodium nitrite), C1(=CC=CC=C1)C (toluene). Solvent: O (water), O (water). Conditions: time 1.5 hour. Yields the product C(C1=CC=CC=C1)(C1=CC=CC=C1)SC1=NN=NN1 (5-benzhydrylthio-1H-tetrazole). As a reaction SMILES: Br.C([N:5]1[C:9]([SH:10])=[N:8][N:7]=[N:6]1)C#C.Cl.N([O-])=O.[Na+].[C:16]1([CH3:22])[CH:21]=[CH:20][CH:19]=[CH:18][CH:17]=1>O>[CH:22]([S:10][C:9]1[NH:5][N:6]=[N:7][N:8]=1)([C:16]1[CH:21]=[CH:20][CH:19]=[CH:18][CH:17]=1)[C:16]1[CH:21]=[CH:20][CH:19]=[CH:18][CH:17]=1 |f:3.4|. Procedure details: To a mixture of the crude product of 3-benzhydrylisothiosemicarbazide hydrobromide from (1) above, water (2.3 l), conc. hydrochloric acid (126 g) and toluene (900 ml) was dropwise added a solution of sodium nitrite (83.5 g) in water (200 ml) and the resulting mixture was stirred for 1.5 hours at 10° to 15° C. The reaction mixture was extracted with ethyl acetate. The organic layer was added to water (1 l) and adjusted to pH 9.5 with 4N aqueous solution of sodium hydroxide. The separated aqueous ... Reactants: COC(=O)C1CCC(Oc2ccc(C(=O)O)cc2)CC1, CN(C)C=O, O=C(Cl)C(=O)Cl, ClCCl. Yields the product COC(=O)C1CCC(Oc2ccc(C(=O)Cl)cc2)CC1. As a reaction SMILES: [CH3:1][O:2][C:3](=[O:4])[CH:5]1[CH2:6][CH2:7][CH:8]([O:11][c:12]2[cH:13][cH:14][c:15]([C:16](=[O:17])[OH:18])[cH:19][cH:20]2)[CH2:9][CH2:10]1.[CH3:27][N:28]([CH3:29])[CH:30]=[O:31].[Cl:21][C:22]([C:23]([Cl:24])=[O:25])=[O:26].[Cl:32][CH2:33][Cl:34]>>[CH3:1][O:2][C:3](=[O:4])[CH:5]1[CH2:6][CH2:7][CH:8]([O:11][c:12]2[cH:13][cH:14][c:15]([C:16](=[O:17])[Cl:21])[cH:19][cH:20]2)[CH2:9][CH2:10]1. Reported procedure: 342 mg (0.98 mmole) of 3-methyl-7-phenylacetamido-3-cephem-4-carboxylic acid-1-oxide were suspended in 25 ml of dichloromethane and the mixture was heated to refluxed 157 mg of N-trimethylsilylacetamide (1.20 mmoles) were added thereto and refluxing was continued for 3/4 hour. To the clear, colorless solution obtained, 50 mg of amidosulfonic acid (0.51 mmoles) were added and the mixture was diluted to 40 ml with dichloromethane. The ice-cooled solution was brominated in half an hour using 280 mg... Product: C[Si](C)(C)C1S([C@H]2N(C(=C1CBr)C(=O)O)C(C2NC(CC2=CC=CC=C2)=O)=O)=O (trimethylsilyl 3-bromomethyl-7-phenylacetamido-3-cephem-4-carboxylic acid-1-oxide). Starting materials: BrN1C(CCC1=O)=O (N-bromosuccinimide), CC=1CS([C@H]2N(C1C(=O)O)C(C2NC(CC2=CC=CC=C2)=O)=O)=O (3-methyl-7-phenylacetamido-3-cephem-4-carboxylic acid-1-oxide), ice, C[Si](NC(C)=O)(C)C (N-trimethylsilylacetamide), NS(=O)(=O)O (amidosulfonic acid). The yield is 49.0%. Solvent: ClCCl (dichloromethane), ClCCl (dichloromethane). As a reaction SMILES: [CH3:1][C:2]1[CH2:3][S:4](=[O:24])[C@@H:5]2[CH:12]([NH:13][C:14](=[O:22])[CH2:15][C:16]3[CH:21]=[CH:20][CH:19]=[CH:18][CH:17]=3)[C:11](=[O:23])[N:6]2[C:7]=1[C:8]([OH:10])=[O:9].[CH3:25][Si:26]([CH3:32])([CH3:31])NC(=O)C.NS(O)(=O)=O.[Br:38]N1C(=O)CCC1=O>ClCCl>[CH3:25][Si:26]([CH:3]1[C:2]([CH2:1][Br:38])=[C:7]([C:8]([OH:10])=[O:9])[N:6]2[C:11](=[O:23])[CH:12]([NH:13][C:14](=[O:22])[CH2:15][C:16]3[CH:17]=[CH:18][CH:19]=[CH:20][CH:21]=3)[C@H:5]2[S:4]1=[O:24])([CH3:32])[CH3:31]. The yield is 78.5%. Procedure details: The same operation as in Example (234e) was performed using cis(±)-3-(tert-butoxycarbonyl)amino-1-(diphenylmethyl)-2-ethylazetidine obtained in Example (235e) (154 mg, 0.42 mmol) and 10% Pd/C (30 mg), to obtain 66 mg of the title compound as a white solid (79%). The reactants are C(C)(C)(C)OC(=O)N[C@@H]1[C@@H](N(C1)C(C1=CC=CC=C1)C1=CC=CC=C1)CC (cis(±)-3-(tert-Butoxycarbonyl)amino-1-(diphenylmethyl)-2-ethylazetidine). Reaction SMILES: [C:1]([O:5][C:6]([NH:8][C@H:9]1[CH2:12][N:11](C(C2C=CC=CC=2)C2C=CC=CC=2)[C@H:10]1[CH2:26][CH3:27])=[O:7])([CH3:4])([CH3:3])[CH3:2]>[Pd]>[C:1]([O:5][C:6]([NH:8][C@H:9]1[CH2:12][NH:11][C@H:10]1[CH2:26][CH3:27])=[O:7])([CH3:4])([CH3:3])[CH3:2]. The reagents and catalysts are [Pd] (Pd/C). The product is C(C)(C)(C)OC(=O)N[C@@H]1[C@@H](NC1)CC (cis(±)-3-(tert-Butoxycarbonyl)amino-2-ethylazetidine). Reactants: compound, ClC1=C(C=C2CC(C(C2=C1Cl)=O)(C)C1CCCC1)NCCO (6,7-dichloro-2-cyclopentyl-2,3-dihydro-5-(2-hydroxyethylamino)2-methyl-1H-inden-1-one), CC(=O)C.OS(=O)(=O)O.O=[Cr](=O)=O (Jones Reagent). Yields the product NC=1C=C2CC(C(C2=C(C1Cl)Cl)=O)(C)C1CCCC1 (5-amino-6,7-dichloro-2-cyclopentyl2,3-dihydro-2-methyl-1H-inden-1-one). As a reaction SMILES: [Cl:1][C:2]1[C:10]([Cl:11])=[C:9]2[C:5]([CH2:6][C:7]([CH:14]3[CH2:18][CH2:17][CH2:16][CH2:15]3)([CH3:13])[C:8]2=[O:12])=[CH:4][C:3]=1[NH:19]CCO.CC(C)=O.OS(O)(=O)=O.O=[Cr](=O)=O>>[NH2:19][C:3]1[CH:4]=[C:5]2[C:9](=[C:10]([Cl:11])[C:2]=1[Cl:1])[C:8](=[O:12])[C:7]([CH:14]1[CH2:15][CH2:16][CH2:17][CH2:18]1)([CH3:13])[CH2:6]2 |f:1.2.3|. Procedure: The starting material 2,3-dichloro-2-cyclopentyl-2,3-dihydro-5-hydroxy-2-methyl-1H-inden-1-one is alkylated with ethylene bromide in the presence of potassium carbonate to form 5(2-bromoethoxy)-6,7-dichloro-2-cyclopentyl-2,3-dihydro-2-methyl-1H-inden-1-one (Step 1). This material is then reacted with liquid ammonia to accomplish the substitution of bromine by ammonia and to form 6,7-dichloro-2-cyclopentyl-2,3-dihydro-5-(2-aminoethoxy)-2-methyl-1H-inden-1-one (Step 2). Following the formation of ...